The task is: describe an organic reaction: reactants, conditions, products, and yield. This data is from the Open Reaction Database (ORD), a public repository of structured organic reaction records. Starting materials: C(C1=CC=CC=C1)C1(CN(C1)C(=O)OC(C)(C)C)O (tert-butyl 3-benzyl-3-hydroxyazetidine-1-carboxylate), Cl (HCl). Reaction conditions: time 3 hour. Yields the product Cl.C(C1=CC=CC=C1)C1(CNC1)O (3-benzylazetidin-3-ol hydrochloride). Yield: 90.0%. Reaction SMILES: [CH2:1]([C:8]1([OH:19])[CH2:11][N:10](C(OC(C)(C)C)=O)[CH2:9]1)[C:2]1[CH:7]=[CH:6][CH:5]=[CH:4][CH:3]=1.[ClH:20]>>[ClH:20].[CH2:1]([C:8]1([OH:19])[CH2:11][NH:10][CH2:9]1)[C:2]1[CH:3]=[CH:4][CH:5]=[CH:6][CH:7]=1 |f:2.3|. Procedure: tert-butyl 3-benzyl-3-hydroxyazetidine-1-carboxylate 3 (2.0 gm, 7.59 mmol) was taken into a round bottomed flask and was added methanolic-HCl (25 mL, 20%) and was stirred for 3 h at room temperature. After completion of the reaction (monitored by TLC), the solvent was removed under vacuum to get a white solid as a crude product. The crude product was washed with ethyl acetate repeatedly and then dried well to obtain compound 4 as a white solid (1.36 gm, 90%) which was used without further purifi...